Dataset: the Open Reaction Database (ORD), a public repository of structured organic reaction records. Task: describe an organic reaction: reactants, conditions, products, and yield Reactants: C(C1=CC=CC=C1)OC(CCC1S(CC(N1CCCCCCC(=O)OCC1=CC=CC=C1)=O)(=O)=O)COC1=CC=C(C=C1)F (benzyl 7-{2-(3-benzyloxy-4-[4-fluorophenoxy]butyl)-1,1,4-trioxo-3-thiazolidinyl}heptanoate), C(C1=CC=CC=C1)OCC#C[C@H](CCCCC)OC(C)=O (1-benzyloxy-4(S)-acetyloxy-2-nonyne). Yields the product O[C@H](CCC1SCC(N1CCCCCCC(=O)O)=O)CCCCC (7-[2-(3(S)-Hydroxyoctyl)-4-oxo-3-thiazolidinyl]heptanoic Acid). As a reaction SMILES: C([O:8][CH:9]([CH2:36]OC1C=CC(F)=CC=1)[CH2:10][CH2:11][CH:12]1[N:16]([CH2:17][CH2:18][CH2:19][CH2:20][CH2:21][CH2:22][C:23]([O:25]CC2C=CC=CC=2)=[O:24])[C:15](=[O:33])[CH2:14][S:13]1(=O)=O)C1C=CC=CC=1.[CH2:45](OCC#C[C@@H](OC(=O)C)CCCCC)[C:46]1C=CC=[CH:48][CH:47]=1>>[OH:8][C@@H:9]([CH2:36][CH2:45][CH2:46][CH2:47][CH3:48])[CH2:10][CH2:11][CH:12]1[N:16]([CH2:17][CH2:18][CH2:19][CH2:20][CH2:21][CH2:22][C:23]([OH:25])=[O:24])[C:15](=[O:33])[CH2:14][S:13]1. Procedure: This compound is prepared essentially by the method as described in Example 5, Step E, except that the benzyl 7-{2-(3-benzyloxy-4-[4-fluorophenoxy]butyl)-1,1,4-trioxo-3-thiazolidinyl}heptanoate is replaced by 1-benzyloxy-4(S)-acetyloxy-2-nonyne and no chromatographic purification is needed. The title compound is obtained as a mobile oil which is used immediately in Step A-6 below. The reactants are aqueous solution, C([O-])([O-])=O.[K+].[K+] (potassium carbonate), CN1CCN(CC1)C(=O)O[C@H]2C3=C(N=CC=N3)C(=O)N2C=4C=CC(=CN4)Cl.C(C)(=O)N[C@H](CC(=O)[O-])C(=O)[O-] ((S)-zopiclone N-acetyl-D-aspartate). The solvent is O (water). Yields the product CN1CCN(CC1)C(=O)O[C@H]2C3=C(N=CC=N3)C(=O)N2C=4C=CC(=CN4)Cl (eszopiclone). The yield is 93.2%. RXN SMILES: C(=O)([O-])[O-].[K+].[K+].[CH3:7][N:8]1[CH2:13][CH2:12][N:11]([C:14]([O:16][C@@H:17]2[N:26]([C:27]3[CH:28]=[CH:29][C:30]([Cl:33])=[CH:31][N:32]=3)[C:24](=[O:25])[C:19]3[N:20]=[CH:21][CH:22]=[N:23][C:18]2=3)=[O:15])[CH2:10][CH2:9]1.C(N[C@@H](C([O-])=O)CC([O-])=O)(=O)C>O>[CH3:7][N:8]1[CH2:13][CH2:12][N:11]([C:14]([O:16][C@@H:17]2[N:26]([C:27]3[CH:28]=[CH:29][C:30]([Cl:33])=[CH:31][N:32]=3)[C:24](=[O:25])[C:19]3[N:20]=[CH:21][CH:22]=[N:23][C:18]2=3)=[O:15])[CH2:10][CH2:9]1 |f:0.1.2,3.4|. Procedure details: 2.7 ml of a 40% aqueous solution of potassium carbonate were added to a solution of 2 g of (S)-zopiclone N-acetyl-D-aspartate in 18 ml of water in about 30 minutes at room temperature. The slurry was maintained for 1.5 hours at this temperature. The product was isolated by filtration and washed twice with 1.4 ml of water. The product was dried under vacuum at room temperature obtaining 1.29 g of eszopiclone (94%) as a white solid. Reactants: C=CCC1(C)CC(c2cccc(Cl)c2)C(c2ccc(Cl)cc2)N(C(CC)CO)C1=O, CC(C)S(N)(=O)=O. Product: C=CCC1(C)CC(c2cccc(Cl)c2)C(c2ccc(Cl)cc2)N(C(CC)CNS(=O)(=O)C(C)C)C1=O. Reaction SMILES: [CH2:1]([CH:2]=[CH2:3])[C:4]1([CH3:30])[C:5](=[O:29])[N:6]([CH:24]([CH2:25][OH:26])[CH2:27][CH3:28])[CH:7]([c:17]2[cH:18][cH:19][c:20]([Cl:23])[cH:21][cH:22]2)[CH:8]([c:10]2[cH:11][c:12]([Cl:16])[cH:13][cH:14][cH:15]2)[CH2:9]1.[CH3:31][CH:32]([CH3:33])[S:34](=[O:35])(=[O:36])[NH2:37]>>[CH2:1]([CH:2]=[CH2:3])[C:4]1([CH3:30])[C:5](=[O:29])[N:6]([CH:24]([CH2:25][NH:37][S:34]([CH:32]([CH3:31])[CH3:33])(=[O:35])=[O:36])[CH2:27][CH3:28])[CH:7]([c:17]2[cH:18][cH:19][c:20]([Cl:23])[cH:21][cH:22]2)[CH:8]([c:10]2[cH:11][c:12]([Cl:16])[cH:13][cH:14][cH:15]2)[CH2:9]1.